Dataset: the Open Reaction Database (ORD), a public repository of structured organic reaction records. Task: describe an organic reaction: reactants, conditions, products, and yield Starting materials: CCCCCC.C(CCC)[Li] (n-butyllithiumhexane), [Br-].OCCC[P+](C1=CC=CC=C1)(C1=CC=CC=C1)C1=CC=CC=C1 ((3-hydroxypropyl)triphenylphosphonium bromide), S1C=C(C=C1)C=O (3-thiophenecarboxaldhyde). Solvent: O1CCCC1 (tetrahydrofuran). Reaction conditions: time 30 minute. Product: S1C=C(C=C1)/C=C/CCO ((E)-4-(3-thienyl)-3-buten-1-ol). The yield is 7.5%. Reaction SMILES: [Br-].[OH:2][CH2:3][CH2:4][CH2:5][P+](C1C=CC=CC=1)(C1C=CC=CC=1)C1C=CC=CC=1.CCCCCC.C([Li])CCC.[S:36]1[CH:40]=[CH:39][C:38]([CH:41]=O)=[CH:37]1>O1CCCC1>[S:36]1[CH:40]=[CH:39][C:38](/[CH:41]=[CH:5]/[CH2:4][CH2:3][OH:2])=[CH:37]1 |f:0.1,2.3|. Procedure details: 1.0 g of (3-hydroxypropyl)triphenylphosphonium bromide was dissolved in 20 ml of tetrahydrofuran, and under ice cooling, 3.4 ml of a 15% n-butyllithiumhexane solution was added. After the mixture was stirred for 30 minutes, 270 mg of 3-thiophenecarboxaldhyde was added. The mixture was stirred for 30 minutes, and then the solvent was evaporated. The residue was worked up in a customary manner, and purified by silica gel column chromatography [benzene/ethyl acetate=6/1] to give 28 mg (yield 7%) of...